Dataset: the Open Reaction Database (ORD), a public repository of structured organic reaction records. Task: describe an organic reaction: reactants, conditions, products, and yield The reactants are CCN(C(C)C)C(C)C, Clc1ncnc(Cl)n1, COc1ccc(N)cc1OC, CN(C)C=O. The product is COc1ccc(Nc2ncnc(Cl)n2)cc1OC. As a reaction SMILES: [CH:9]([N:10]([CH2:11][CH3:12])[CH:13]([CH3:14])[CH3:15])([CH3:16])[CH3:17].[Cl:1][c:2]1[n:3][cH:4][n:5][c:6]([Cl:8])[n:7]1.[NH2:18][c:19]1[cH:20][c:21]([O:27][CH3:28])[c:22]([O:25][CH3:26])[cH:23][cH:24]1.[O:29]=[CH:30][N:31]([CH3:32])[CH3:33]>>[c:2]1([NH:18][c:19]2[cH:20][c:21]([O:27][CH3:28])[c:22]([O:25][CH3:26])[cH:23][cH:24]2)[n:3][cH:4][n:5][c:6]([Cl:8])[n:7]1. The reactants are COc1ccc(N2Cc3cnc(Nc4ccccc4)nc3N(C3CCN(C(=O)OC(C)(C)C)CC3)C2=O)cc1, ClCCl, O, O=C(O)C(F)(F)F. Product: COc1ccc(N2Cc3cnc(Nc4ccccc4)nc3N(C3CCNCC3)C2=O)cc1. RXN SMILES: [C:1]([O:2][C:3](=[O:4])[N:8]1[CH2:9][CH2:10][CH:11]([N:14]2[C:15](=[O:39])[N:16]([c:31]3[cH:32][cH:33][c:34]([O:37][CH3:38])[cH:35][cH:36]3)[CH2:17][c:18]3[c:19]2[n:20][c:21]([NH:24][c:25]2[cH:26][cH:27][cH:28][cH:29][cH:30]2)[n:22][cH:23]3)[CH2:12][CH2:13]1)([CH3:5])([CH3:6])[CH3:7].[Cl:48][CH2:49][Cl:50].[OH2:40].[OH:41][C:42]([C:43]([F:44])([F:45])[F:46])=[O:47]>>[NH:8]1[CH2:9][CH2:10][CH:11]([N:14]2[C:15](=[O:39])[N:16]([c:31]3[cH:32][cH:33][c:34]([O:37][CH3:38])[cH:35][cH:36]3)[CH2:17][c:18]3[c:19]2[n:20][c:21]([NH:24][c:25]2[cH:26][cH:27][cH:28][cH:29][cH:30]2)[n:22][cH:23]3)[CH2:12][CH2:13]1. The reactants are BrC1=CC(=C(C#N)C(=C1)C)OC (4-bromo-2-methoxy-6-methyl-benzonitrile), N1CCOCC1 (morpholine), C([O-])([O-])=O.[Cs+].[Cs+] (caesium carbonate), C1(=CC=CC=C1)P(C1=C(C2=CC=CC=C2C=C1)C1=C(C=CC2=CC=CC=C12)P(C1=CC=CC=C1)C1=CC=CC=C1)C1=CC=CC=C1 (2,2′-bis(diphenylphosphino)-1,1′-binaphthyl). Reagents/catalysts: C=1C=CC(=CC1)/C=C/C(=O)/C=C/C2=CC=CC=C2.C=1C=CC(=CC1)/C=C/C(=O)/C=C/C2=CC=CC=C2.C=1C=CC(=CC1)/C=C/C(=O)/C=C/C2=CC=CC=C2.[Pd].[Pd] (tris(dibenzylideneacetone)-dipalladium(0)). Run in C1(=CC=CC=C1)C (toluene), O (water). Reaction conditions: temperature 40 celsius, time 16 hour. The product is COC1=C(C#N)C(=CC(=C1)N1CCOCC1)C (2-methoxy-6-methyl-4-morpholin-4-yl-benzonitrile). Isolated yield 29.0%. RXN SMILES: Br[C:2]1[CH:9]=[C:8]([CH3:10])[C:5]([C:6]#[N:7])=[C:4]([O:11][CH3:12])[CH:3]=1.[NH:13]1[CH2:18][CH2:17][O:16][CH2:15][CH2:14]1.C(=O)([O-])[O-].[Cs+].[Cs+].C1(P(C2C=CC=CC=2)C2C=CC3C(=CC=CC=3)C=2C2C3C(=CC=CC=3)C=CC=2P(C2C=CC=CC=2)C2C=CC=CC=2)C=CC=CC=1>C1(C)C=CC=CC=1.C1C=CC(/C=C/C(/C=C/C2C=CC=CC=2)=O)=CC=1.C1C=CC(/C=C/C(/C=C/C2C=CC=CC=2)=O)=CC=1.C1C=CC(/C=C/C(/C=C/C2C=CC=CC=2)=O)=CC=1.[Pd].[Pd].O>[CH3:12][O:11][C:4]1[CH:3]=[C:2]([N:13]2[CH2:18][CH2:17][O:16][CH2:15][CH2:14]2)[CH:9]=[C:8]([CH3:10])[C:5]=1[C:6]#[N:7] |f:2.3.4,7.8.9.10.11|. Procedure: A solution of 4-bromo-2-methoxy-6-methyl-benzonitrile (synthesized according to the methods described in sections a) and b) of example 10) (2.0 g, 8.85 mmol), morpholine (1.2 ml, 12.8 mmol) and caesium carbonate (3.9 g, 12.0 mmol) in toluene (75 ml) is degassed and flushed with argon for 30 min and the mixture is heated to 40° C. followed by the addition of tris(dibenzylideneacetone)-dipalladium(0) (0.37 g, 0.39 mmol) and 2,2′-bis(diphenylphosphino)-1,1′-binaphthyl (0.55 g, 0.88 mmol). The resul... The reactants are CN(C)C(=O)Cl, Cc1cc(O)cc(C)c1Sc1ccccn1, [H-], [Na+], C1CCOC1, O. Yields the product Cc1cc(OC(=O)N(C)C)cc(C)c1Sc1ccccn1. Reaction SMILES: [CH3:24][N:25]([C:26](=[O:27])[Cl:28])[CH3:29].[CH3:8][c:9]1[cH:10][c:11]([OH:23])[cH:12][c:13]([CH3:22])[c:14]1[S:15][c:16]1[n:17][cH:18][cH:19][cH:20][cH:21]1.[H-:1].[Na+:2].[O:3]1[CH2:4][CH2:5][CH2:6][CH2:7]1.[OH2:30]>>[CH3:8][c:9]1[cH:10][c:11]([O:23][C:26]([N:25]([CH3:24])[CH3:29])=[O:27])[cH:12][c:13]([CH3:22])[c:14]1[S:15][c:16]1[n:17][cH:18][cH:19][cH:20][cH:21]1. Reactants: C1CCOC1, COc1cccc(CN2Cc3cc(OC)c(OCc4ccccc4)cc3CC2C)c1, CCO, [H][H]. The product is COc1cccc(CN2Cc3cc(OC)c(O)cc3CC2C)c1. Reaction SMILES: [CH2:33]1[O:34][CH2:35][CH2:36][CH2:37]1.[CH3:1][O:2][c:3]1[cH:4][c:5]([CH2:6][N:7]2[CH2:8][c:9]3[cH:10][c:11]([O:26][CH3:27])[c:12]([O:18][CH2:19][c:20]4[cH:21][cH:22][cH:23][cH:24][cH:25]4)[cH:13][c:14]3[CH2:15][CH:16]2[CH3:17])[cH:28][cH:29][cH:30]1.[CH3:38][CH2:39][OH:40].[H:31][H:32]>>[CH3:1][O:2][c:3]1[cH:4][c:5]([CH2:6][N:7]2[CH2:8][c:9]3[cH:10][c:11]([O:26][CH3:27])[c:12]([OH:18])[cH:13][c:14]3[CH2:15][CH:16]2[CH3:17])[cH:28][cH:29][cH:30]1. Reactants: COc1cc(B(O)O)ccc1N(C)C(=O)CCc1ccccc1, COCCOC, CN1CCN(C2CCC(n3nc(I)c4c(N)ncnc43)CC2)CC1, [Na+], [Na+], O=C([O-])[O-], O, c1ccc(P(c2ccccc2)(c2ccccc2)[Pd](P(c2ccccc2)(c2ccccc2)c2ccccc2)(P(c2ccccc2)(c2ccccc2)c2ccccc2)P(c2ccccc2)(c2ccccc2)c2ccccc2)cc1. The product is COc1cc(-c2nn(C3CCC(N4CCN(C)CC4)CC3)c3ncnc(N)c23)ccc1N(C)C(=O)CCc1ccccc1. Reaction SMILES: [CH3:25][O:26][c:27]1[cH:28][c:29]([B:45]([OH:46])[OH:47])[cH:30][cH:31][c:32]1[N:33]([C:34]([CH2:35][CH2:36][c:37]1[cH:38][cH:39][cH:40][cH:41][cH:42]1)=[O:43])[CH3:44].[CH3:54][O:55][CH2:56][CH2:57][O:58][CH3:59].[I:1][c:2]1[n:3][n:4]([CH:12]2[CH2:13][CH2:14][CH:15]([N:18]3[CH2:19][CH2:20][N:21]([CH3:24])[CH2:22][CH2:23]3)[CH2:16][CH2:17]2)[c:5]2[n:6][cH:7][n:8][c:9]([NH2:11])[c:10]12.[Na+:48].[Na+:49].[O-:50][C:51](=[O:52])[O-:53].[OH2:60].[cH:61]1[cH:62][cH:63][c:64]([P:65]([Pd:66]([P:67]([c:68]2[cH:69][cH:70][cH:71][cH:72][cH:73]2)([c:74]2[cH:75][cH:76][cH:77][cH:78][cH:79]2)[c:80]2[cH:81][cH:82][cH:83][cH:84][cH:85]2)([P:86]([c:87]2[cH:88][cH:89][cH:90][cH:91][cH:92]2)([c:93]2[cH:94][cH:95][cH:96][cH:97][cH:98]2)[c:99]2[cH:100][cH:101][cH:102][cH:103][cH:104]2)[P:105]([c:106]2[cH:107][cH:108][cH:109][cH:110][cH:111]2)([c:112]2[cH:113][cH:114][cH:115][cH:116][cH:117]2)[c:118]2[cH:119][cH:120][cH:121][cH:122][cH:123]2)([c:124]2[cH:125][cH:126][cH:127][cH:128][cH:129]2)[c:130]2[cH:131][cH:132][cH:133][cH:134][cH:135]2)[cH:136][cH:137]1>>[c:2]1(-[c:29]2[cH:28][c:27]([O:26][CH3:25])[c:32]([N:33]([C:34]([CH2:35][CH2:36][c:37]3[cH:38][cH:39][cH:40][cH:41][cH:42]3)=[O:43])[CH3:44])[cH:31][cH:30]2)[n:3][n:4]([CH:12]2[CH2:13][CH2:14][CH:15]([N:18]3[CH2:19][CH2:20][N:21]([CH3:24])[CH2:22][CH2:23]3)[CH2:16][CH2:17]2)[c:5]2[n:6][cH:7][n:8][c:9]([NH2:11])[c:10]12.